The task is: describe an organic reaction: reactants, conditions, products, and yield. This data is from the Open Reaction Database (ORD), a public repository of structured organic reaction records. Reactants: C1COCCO1, COc1ccc(C2CNC(=O)NC2)cc1O, FC(F)Cl, [Na+], [OH-], O. Yields the product COc1ccc(C2CNC(=O)NC2)cc1OC(F)F. RXN SMILES: [CH2:24]1[O:25][CH2:26][CH2:27][O:28][CH2:29]1.[CH3:5][O:6][c:7]1[c:8]([OH:20])[cH:9][c:10]([CH:13]2[CH2:14][NH:15][C:16](=[O:19])[NH:17][CH2:18]2)[cH:11][cH:12]1.[Cl:1][CH:2]([F:3])[F:4].[Na+:22].[OH-:21].[OH2:23]>>[CH:2]([F:3])([F:4])[O:20][c:8]1[c:7]([O:6][CH3:5])[cH:12][cH:11][c:10]([CH:13]2[CH2:14][NH:15][C:16](=[O:19])[NH:17][CH2:18]2)[cH:9]1. The reactants are Cc1ccc2c(c1)C(=O)c1c-2c2ccccc2n1C, [K+], NN, [OH-], O, O, OCCOCCO. The product is Cc1ccc2c(c1)Cc1c-2c2ccccc2n1C. As a reaction SMILES: [CH3:1][n:2]1[c:3]2[c:4]([c:5]3[cH:6][cH:7][cH:8][cH:9][c:10]13)-[c:11]1[cH:12][cH:13][c:14]([CH3:19])[cH:15][c:16]1[C:17]2=[O:18].[K+:24].[NH2:21][NH2:22].[OH-:23].[OH2:20].[OH2:32].[OH:25][CH2:26][CH2:27][O:28][CH2:29][CH2:30][OH:31]>>[CH3:1][n:2]1[c:3]2[c:4]([c:5]3[cH:6][cH:7][cH:8][cH:9][c:10]13)-[c:11]1[cH:12][cH:13][c:14]([CH3:19])[cH:15][c:16]1[CH2:17]2. Starting materials: N1=CC=CC=C1 (pyridine), COC=1C(=C(C(C2=CC=CC=C2)(C2=CC=CC=C2)Cl)C=CC1)OC (dimethoxytrityl chloride), C(C)(=O)NC1=NC(N([C@H]2[C@@H]([C@H](O)[C@@H](CO)O2)F)C=C1)=O (4-N-acetyl-2′-fluoro-2′-deoxycytidine). Yields the product COC=1C(=C(C(C2=CC=CC=C2)(C2=CC=CC=C2)OC[C@@H]2[C@H]([C@H]([C@@H](O2)N2C(=O)N=C(NC(C)=O)C=C2)F)O)C=CC1)OC (5′-O-(Dimethoxytrityl)-4-N-acetyl-2′-fluoro-2′-deoxycytidine). Reported procedure: 4 mmol of 4-N-acetyl-2′-fluoro-2′-deoxycytidine are taken up in 25 ml of abs. pyridine in a 100 ml Schlenk flask and, at room temperature, 1.3 g (about 4.4 mmol) of dimethoxytrityl chloride and 20 mg of 4-dimethylaminopyridine are added. After three hours, 1 ml of methanol was added to the mixture, which was then evaporated to dryness in vacuo. The remaining oil is taken up in 50 ml of methylene chloride (deacidified over aluminum oxide) and extracted three times with 50 ml of water. The organic... Reagents/catalysts: CN(C1=CC=NC=C1)C (4-dimethylaminopyridine). Run at time 3 hour. As a reaction SMILES: [C:1]([NH:4][C:5]1[CH:19]=[CH:18][N:8]([C@@H:9]2[O:16][C@H:13]([CH2:14][OH:15])[C@@H:11]([OH:12])[C@H:10]2[F:17])[C:7](=[O:20])[N:6]=1)(=[O:3])[CH3:2].N1C=CC=CC=1.[CH3:27][O:28][C:29]1[C:30]([O:49][CH3:50])=[C:31]([CH:46]=[CH:47][CH:48]=1)[C:32](Cl)([C:39]1[CH:44]=[CH:43][CH:42]=[CH:41][CH:40]=1)[C:33]1[CH:38]=[CH:37][CH:36]=[CH:35][CH:34]=1>CN(C)C1C=CN=CC=1.CO>[CH3:27][O:28][C:29]1[C:30]([O:49][CH3:50])=[C:31]([CH:46]=[CH:47][CH:48]=1)[C:32]([O:15][CH2:14][C@H:13]1[O:16][C@@H:9]([N:8]2[CH:18]=[CH:19][C:5]([NH:4][C:1](=[O:3])[CH3:2])=[N:6][C:7]2=[O:20])[C@H:10]([F:17])[C@@H:11]1[OH:12])([C:33]1[CH:34]=[CH:35][CH:36]=[CH:37][CH:38]=1)[C:39]1[CH:44]=[CH:43][CH:42]=[CH:41][CH:40]=1. Solvent: CO (methanol). The yield is 77.0%. Run in C1(=CC=CC=C1)C (toluene), C1(=CC=CC=C1)C (toluene). RXN SMILES: [CH2:1]([NH:8][CH2:9][C:10]1[CH:15]=[CH:14][CH:13]=[CH:12][CH:11]=1)[C:2]1[CH:7]=[CH:6][CH:5]=[CH:4][CH:3]=1.[Br:16][C:17]1[CH:18]=[CH:19][C:20]2[O:24][C:23]([C:25](Cl)=[O:26])=[CH:22][C:21]=2[CH:28]=1.CO>C1(C)C=CC=CC=1>[CH2:9]([N:8]([CH2:1][C:2]1[CH:7]=[CH:6][CH:5]=[CH:4][CH:3]=1)[C:25]([C:23]1[O:24][C:20]2[CH:19]=[CH:18][C:17]([Br:16])=[CH:28][C:21]=2[CH:22]=1)=[O:26])[C:10]1[CH:15]=[CH:14][CH:13]=[CH:12][CH:11]=1. Yields the product C(C1=CC=CC=C1)N(C(=O)C=1OC2=C(C1)C=C(C=C2)Br)CC2=CC=CC=C2 (5-Bromobenzofuran-2-carboxylic Acid Dibenzylamide). Procedure details: A solution of 50 ml of toluene and 7.9 g of dibenzylamine are added dropwise with stirring at 50-60° C. in the course of 10 min. to 5.2 g of 5-bromobenzofuran-2-carbonyl chloride in 100 ml of toluene. A colourless solid is obtained. After dropwise addition is complete, the mixture is additionally stirred at 100-110° C. for a further 3 hours. After cooling to 10° C., the solid product (dibenzylammonium chloride) is filtered off with suction. The filtrate is then treated with a mixture of 150 ml o... Reaction conditions: temperature 105 celsius, time 3 hour. The reactants are CO (methanol), BrC=1C=CC2=C(C=C(O2)C(=O)Cl)C1 (5-bromobenzofuran-2-carbonyl chloride), C(C1=CC=CC=C1)NCC1=CC=CC=C1 (dibenzylamine). Starting materials: CCN(C(C)C)C(C)C, ClCCl, NCCc1ccc(F)cc1, O=C(Cl)c1ccc(C(F)(F)F)cc1. Yields the product O=C(NCCc1ccc(F)cc1)c1ccc(C(F)(F)F)cc1. RXN SMILES: [CH:11]([N:12]([CH:13]([CH3:14])[CH3:15])[CH2:16][CH3:17])([CH3:18])[CH3:19].[Cl:33][CH2:34][Cl:35].[F:1][c:2]1[cH:3][cH:4][c:5]([CH2:6][CH2:7][NH2:8])[cH:9][cH:10]1.[F:20][C:21]([c:22]1[cH:23][cH:24][c:25]([C:26](=[O:27])[Cl:28])[cH:29][cH:30]1)([F:31])[F:32]>>[F:1][c:2]1[cH:3][cH:4][c:5]([CH2:6][CH2:7][NH:8][C:26]([c:25]2[cH:24][cH:23][c:22]([C:21]([F:20])([F:31])[F:32])[cH:30][cH:29]2)=[O:27])[cH:9][cH:10]1. Reactants: Cl (HCl), CC1=NC(=C(C=C1CN)C(=C)C)C ((2,6-dimethyl-5-(prop-1-en-2-yl)pyridin-3-yl)methanamine), CoCl2.6H2O, [BH4-].[Na+] (NaBH4). Run in CCO (EtOH). Run at time 2 hour. Product: C(C)(C)C=1C=C(C(=NC1C)C)CN ((5-isopropyl-2,6-dimethylpyridin-3-yl)methanamine). Reaction SMILES: [CH3:1][C:2]1[C:7]([CH2:8][NH2:9])=[CH:6][C:5]([C:10]([CH3:12])=[CH2:11])=[C:4]([CH3:13])[N:3]=1.[BH4-].[Na+].Cl>CCO>[CH:10]([C:5]1[CH:6]=[C:7]([CH2:8][NH2:9])[C:2]([CH3:1])=[N:3][C:4]=1[CH3:13])([CH3:12])[CH3:11] |f:1.2|. Reported procedure: To a solution of crude (2,6-dimethyl-5-(prop-1-en-2-yl)pyridin-3-yl)methanamine and 120 mg (0.505 mmol) of CoCl2.6H2O in 5 mL of EtOH at 50° C. was added 115 mg of NaBH4 in 2 portions. After 2 h, 5N HCl was added to a pH=1 and stirring was continued until the bubbling ceased. The mixture was concentrated, and NH4OH was added to pH=9. Some water was added, and the aqueous layer was extracted with the extract of (40 mL CHCl3: 5 mL MeOH: 5 mL H2O). The combined extracts were dried over Na2SO4, filt... Reactants: ClC1=CC(=C2C(=N1)N(C=N2)[C@H]2[C@H](OC(C)=O)[C@H](OC(C)=O)[C@H](O2)COC(C)=O)SCC2=CC=C(C=C2)[N+](=O)[O-] (5-chloro-7-(4-nitrobenzylsulfanyl)-3-(2′, 3′, 5′-tri-O-acetyl-β-D-ribofuranosyl)-3H-imidazo[4,5-b]pyridine), N (ammonia). Solvent: CO (methanol). Yields the product ClC1=CC(=C2C(=N1)N(C=N2)[C@H]2[C@H](O)[C@H](O)[C@H](O2)CO)SCC2=CC=C(C=C2)[N+](=O)[O-] (5-Chloro-7-(4-nitro-benzylsulfanyl)-3-β-D-ribofuranosyl-3H-imidazo[4,5-b]pyridine). The yield is 88.0%. RXN SMILES: [Cl:1][C:2]1[N:7]=[C:6]2[N:8]([C@@H:11]3[O:23][C@H:22]([CH2:24][O:25]C(=O)C)[C@@H:17]([O:18]C(=O)C)[C@H:12]3[O:13]C(=O)C)[CH:9]=[N:10][C:5]2=[C:4]([S:29][CH2:30][C:31]2[CH:36]=[CH:35][C:34]([N+:37]([O-:39])=[O:38])=[CH:33][CH:32]=2)[CH:3]=1.N>CO>[Cl:1][C:2]1[N:7]=[C:6]2[N:8]([C@@H:11]3[O:23][C@H:22]([CH2:24][OH:25])[C@@H:17]([OH:18])[C@H:12]3[OH:13])[CH:9]=[N:10][C:5]2=[C:4]([S:29][CH2:30][C:31]2[CH:32]=[CH:33][C:34]([N+:37]([O-:39])=[O:38])=[CH:35][CH:36]=2)[CH:3]=1. Procedure details: A mixture of 57 (75 mg, 0.17 mmol), p-nitro-benzylthiol (0.85 g, 0.5 mmol) and 0.1 mL of Et3N in 5 mL of DMF was stirred at room temperature for 18 h. under N2 atmosphere. The solution was extracted with ether, dried and purified by flash chromatography (PE/EA. 1:1), yielding 72 mg of 5-chloro-7-(4-nitrobenzylsulfanyl)-3-(2′, 3′, 5′-tri-O-acetyl-β-D-ribofuranosyl)-3H-imidazo[4,5-b]pyridine 59 (75%). 1H NMR (CDCl3): δ 8.19 (d, 2H, J=8.0), 8.15(s, 1H), 7.60 (s, 1H), 755 (d, 2H, J=8.0, 2H), 6.21 (d...